Dataset: the Open Reaction Database (ORD), a public repository of structured organic reaction records. Task: describe an organic reaction: reactants, conditions, products, and yield Reactants: [Cl-].[Al+3].[Cl-].[Cl-] (aluminum chloride), [H-].[H-].[H-].[H-].[Li+].[Al+3] (LiAlH4), C1(=CC=CC=C1)[C@H]1CCC(N1)=O (5(R)-phenyl-2-pyrrolidinone). Reported procedure: To a cooled (0° C.) anhydrous aluminum chloride (208 mg, 1.56 mmol) was added anhydrous THF (10 mL) via syringe under an argon atmosphere. After 5 min of stirring at 0° C., a 1.0 M LiAlH4 solution in THF (4.68 mL, 4.68 mmol) was added. The resulting cloudy solution was allowed to warm to room temperature and stirred for 20 minutes to give the alane solution. To this stirred alane solution at -78° C. was added a solution of 5(R)-phenyl-2-pyrrolidinone (160 mg, 1.0 mmol) in 10 mL of THF under an a... Run at temperature 0 celsius, time 5 minute. As a reaction SMILES: [Cl-].[Al+3].[Cl-].[Cl-].[H-].[H-].[H-].[H-].[Li+].[Al+3].[C:11]1([C@@H:17]2[NH:21][C:20](=O)[CH2:19][CH2:18]2)[CH:16]=[CH:15][CH:14]=[CH:13][CH:12]=1>C1COCC1>[C:11]1([C@H:17]2[CH2:18][CH2:19][CH2:20][NH:21]2)[CH:16]=[CH:15][CH:14]=[CH:13][CH:12]=1 |f:0.1.2.3,4.5.6.7.8.9|. The solvent is C1CCOC1 (THF), C1CCOC1 (THF), C1CCOC1 (THF). Yield: 81.5%. Product: C1(=CC=CC=C1)[C@@H]1NCCC1 ((+)-2(R)-Phenylpyrrolidine). Starting materials: Cc1cscc1Br, Nc1ccc(OC2CN3CCC2CC3)cc1. The product is Cc1cscc1Nc1ccc(OC2CN3CCC2CC3)cc1. RXN SMILES: [Br:17][c:18]1[cH:19][s:20][cH:21][c:22]1[CH3:23].[N:1]12[CH2:2][CH:3]([O:9][c:10]3[cH:11][cH:12][c:13]([NH2:14])[cH:15][cH:16]3)[CH:4]([CH2:5][CH2:6]1)[CH2:7][CH2:8]2>>[N:1]12[CH2:2][CH:3]([O:9][c:10]3[cH:11][cH:12][c:13]([NH:14][c:18]4[cH:19][s:20][cH:21][c:22]4[CH3:23])[cH:15][cH:16]3)[CH:4]([CH2:5][CH2:6]1)[CH2:7][CH2:8]2. Reactants: BrCCCCc1ccccc1, CC(C)(C)[O-], CCOC(C)=O, CN(C)C=O, COC(=O)c1ccc2[nH]cc(C=O)c2c1, [K+]. The product is COC(=O)c1ccc2c(c1)c(C=O)cn2CCCCc1ccccc1. RXN SMILES: [Br:22][CH2:23][CH2:24][CH2:25][CH2:26][c:27]1[cH:28][cH:29][cH:30][cH:31][cH:32]1.[CH3:16][C:17]([CH3:18])([O-:19])[CH3:20].[CH3:33][CH2:34][O:35][C:36](=[O:37])[CH3:38].[CH3:39][N:40]([CH3:41])[CH:42]=[O:43].[CH:1](=[O:2])[c:3]1[cH:4][nH:5][c:6]2[cH:7][cH:8][c:9]([C:12](=[O:13])[O:14][CH3:15])[cH:10][c:11]12.[K+:21]>>[CH:1](=[O:2])[c:3]1[cH:4][n:5]([CH2:23][CH2:24][CH2:25][CH2:26][c:27]2[cH:28][cH:29][cH:30][cH:31][cH:32]2)[c:6]2[cH:7][cH:8][c:9]([C:12](=[O:13])[O:14][CH3:15])[cH:10][c:11]12. Reactants: C(CCC)[Li] (n-butyl lithium), Cl.S1N(C=CC=C1)N1C(=NC2=C1C=C(C=C2)C(C2=CC=CC=C2)(CC(=O)N)O)N (1-(thiazin-2-yl)-2-amino-6-(α-hydroxy-α-aminocarbonylmethylbenzyl)benzimidazole hydrochloride), Cl (hydrochloric acid), C[Si](C)(C)C(C(=O)N)[Si](C)(C)C (bistrimethylsilylacetamide), S1N(C=CC=C1)N1C(=NC2=C1C=C(C=C2)C(C2=CC=CC=C2)=O)N (1-(thiazin-2-yl)-2-amino-6-benzoylbenzimidazole). The solvent is O1CCCC1 (tetrahydrofuran), O1CCCC1 (tetrahydrofuran), O1CCCC1 (tetrahydrofuran), O (water). Reaction conditions: time 3 hour. The product is S1N(C=CC=C1)N1C(=NC2=C1C=C(C=C2)C(C2=CC=CC=C2)(CC(=O)N)O)N (1-(Thiazin-2-yl)-2-amino-6-(α-hydroxy-α-aminocarbonylmethylbenzyl)benzimidazole). As a reaction SMILES: C([Li])CCC.C[Si](C([Si](C)(C)C)C(N)=O)(C)C.S1C=CC=CN1N1C2C=C(C(=O)C3C=CC=CC=3)C=CC=2N=C1N.Cl.Cl.[S:44]1[CH:49]=[CH:48][CH:47]=[CH:46][N:45]1[N:50]1[C:54]2[CH:55]=[C:56]([C:59]([OH:70])([CH2:66][C:67]([NH2:69])=[O:68])[C:60]3[CH:65]=[CH:64][CH:63]=[CH:62][CH:61]=3)[CH:57]=[CH:58][C:53]=2[N:52]=[C:51]1[NH2:71]>O.O1CCCC1>[S:44]1[CH:49]=[CH:48][CH:47]=[CH:46][N:45]1[N:50]1[C:54]2[CH:55]=[C:56]([C:59]([OH:70])([CH2:66][C:67]([NH2:69])=[O:68])[C:60]3[CH:65]=[CH:64][CH:63]=[CH:62][CH:61]=3)[CH:57]=[CH:58][C:53]=2[N:52]=[C:51]1[NH2:71] |f:4.5|. Reported procedure: To a stirred cold (-78° C.) solution of 37.5 ml. of 1.6 molar n-butyl lithium in 50 ml. of tetrahydrofuran was added dropwise over one hour a solution of 50 ml. of tetrahydrofuran containing 14.6 ml. of bistrimethylsilylacetamide. Following the addition, a solution of 4.0 g. of 1-(thiazin-2-yl)-2-amino-6-benzoylbenzimidazole in 300 ml. of tetrahydrofuran was added dropwise over one hour. The reaction mixture was stirred for an additional three hours, and then diluted with 300 ml. of water and al... Reactants: CS(=O)(=O)CCCN1CCNCC1, CCOc1ccc(S(=O)(=O)N2CCCC2)cc1C1=NC(C)(c2ccc(Cl)cc2)C(C)(c2ccc(Cl)cc2)N1C(=O)Cl, Cl, Cl. The product is CCOc1ccc(S(=O)(=O)N2CCCC2)cc1C1=NC(C)(c2ccc(Cl)cc2)C(C)(c2ccc(Cl)cc2)N1C(=O)N1CCN(CCCS(C)(=O)=O)CC1. As a reaction SMILES: [CH3:44][S:45](=[O:46])(=[O:47])[CH2:48][CH2:49][CH2:50][N:51]1[CH2:52][CH2:53][NH:54][CH2:55][CH2:56]1.[Cl:1][c:2]1[cH:3][cH:4][c:5]([C:8]2([CH3:41])[N:9]=[C:10]([c:24]3[c:25]([O:38][CH2:39][CH3:40])[cH:26][cH:27][c:28]([S:30](=[O:31])(=[O:32])[N:33]4[CH2:34][CH2:35][CH2:36][CH2:37]4)[cH:29]3)[N:11]([C:21](=[O:22])[Cl:23])[C:12]2([CH3:13])[c:14]2[cH:15][cH:16][c:17]([Cl:20])[cH:18][cH:19]2)[cH:6][cH:7]1.[ClH:42].[ClH:43]>>[Cl:1][c:2]1[cH:3][cH:4][c:5]([C:8]2([CH3:41])[N:9]=[C:10]([c:24]3[c:25]([O:38][CH2:39][CH3:40])[cH:26][cH:27][c:28]([S:30](=[O:31])(=[O:32])[N:33]4[CH2:34][CH2:35][CH2:36][CH2:37]4)[cH:29]3)[N:11]([C:21](=[O:22])[N:54]3[CH2:53][CH2:52][N:51]([CH2:50][CH2:49][CH2:48][S:45]([CH3:44])(=[O:46])=[O:47])[CH2:56][CH2:55]3)[C:12]2([CH3:13])[c:14]2[cH:15][cH:16][c:17]([Cl:20])[cH:18][cH:19]2)[cH:6][cH:7]1.